This data is from the Open Reaction Database (ORD), a public repository of structured organic reaction records. The task is: describe an organic reaction: reactants, conditions, products, and yield Starting materials: C(C)(C)(C)C=1C=C(N(N1)C)C1=NC2=C(C(=NC(=C2)C2=C(C=CC=C2)C(F)(F)F)OC)N1 (2-(5-tert-Butyl-2-methyl-2H-pyrazol-3-yl)-4-methoxy-6-(2-trifluoromethyl-phenyl)-3H-imidazo[4,5-c]pyridine), S(=O)(=O)(C)O (MsOH). Reaction SMILES: [C:1]([C:5]1[CH:6]=[C:7]([C:11]2[NH:31][C:14]3[C:15]([O:29][CH3:30])=[N:16][C:17]([C:19]4[CH:24]=[CH:23][CH:22]=[CH:21][C:20]=4[C:25]([F:28])([F:27])[F:26])=[CH:18][C:13]=3[N:12]=2)[N:8]([CH3:10])[N:9]=1)([CH3:4])([CH3:3])[CH3:2].[S:32]([OH:36])([CH3:35])(=[O:34])=[O:33]>CCOC(C)=O>[CH3:35][S:32]([OH:36])(=[O:34])=[O:33].[C:1]([C:5]1[CH:6]=[C:7]([C:11]2[NH:31][C:14]3[C:15]([O:29][CH3:30])=[N:16][C:17]([C:19]4[CH:24]=[CH:23][CH:22]=[CH:21][C:20]=4[C:25]([F:27])([F:28])[F:26])=[CH:18][C:13]=3[N:12]=2)[N:8]([CH3:10])[N:9]=1)([CH3:4])([CH3:2])[CH3:3] |f:3.4|. Procedure: 2-(5-tert-Butyl-2-methyl-2H-pyrazol-3-yl)-4-methoxy-6-(2-trifluoromethyl-phenyl)-3H-imidazo[4,5-c]pyridine (9.2 mg, 0.021 mmol, prepared as in STEP A) was dissolved in EtOAc (1 mL) and 0.5 M MsOH in EtOAc (41 μL, 0.021 mmol) was added. The resulting solution was thoroughly mixed and the solvent was removed under reduced pressure to yield 2-(5-tert-Butyl-2-methyl-2H-pyrazol-3-yl)-4-methoxy-6-(2-trifluoromethyl-phenyl)-3H-imidazo[4,5-c]pyridine methanesulfonic acid salt. 1H-NMR (400 MHz, acetone-d... Yields the product CS(=O)(=O)O.C(C)(C)(C)C=1C=C(N(N1)C)C1=NC2=C(C(=NC(=C2)C2=C(C=CC=C2)C(F)(F)F)OC)N1 (2-(5-tert-Butyl-2-methyl-2H-pyrazol-3-yl)-4-methoxy-6-(2-trifluoromethyl-phenyl)-3H-imidazo[4,5-c]pyridine methanesulfonic acid salt). Run in CCOC(=O)C (EtOAc), CCOC(=O)C (EtOAc). The reactants are BrC=1C(=NC=C(N1)Br)N (3,5-dibromo-2-aminopyrazine), α-bromoaldehyde, C(C)O (ethanol). The product is BrC=1N=C(C=2N(C1)C=CN2)Br (6,8-dibromoimidazo[1,2-a]pyrazine). Reaction SMILES: [Br:1][C:2]1[C:3]([NH2:9])=[N:4][CH:5]=[C:6]([Br:8])[N:7]=1.[CH2:10](O)[CH3:11]>>[Br:8][C:6]1[N:7]=[C:2]([Br:1])[C:3]2[N:4]([CH:10]=[CH:11][N:9]=2)[CH:5]=1. Procedure details: A solution of 1.00 equivalents (eq.) of 3,5-dibromo-2-aminopyrazine 1 in ethanol is treated with 2.00 eq. of α-bromoaldehyde 2 at room temperature (RT) and heated for 48 hours (hr). The solvent is removed under reduced pressure and the residue is triturated with diethyl ether and filtered to give the HBr salt 3.